Dataset: the Open Reaction Database (ORD), a public repository of structured organic reaction records. Task: describe an organic reaction: reactants, conditions, products, and yield Starting materials: CCO, O=C1c2ccccc2C(=O)N1CCCCN1CCOCC1. RXN SMILES: [CH3:22][CH2:23][OH:24].[O:1]1[CH2:2][CH2:3][N:4]([CH2:7][CH2:8][CH2:9][CH2:10][N:11]2[C:12](=[O:13])[c:14]3[c:15]([cH:16][cH:17][cH:18][cH:19]3)[C:20]2=[O:21])[CH2:5][CH2:6]1>>[O:1]1[CH2:2][CH2:3][N:4]([CH2:7][CH2:8][CH2:9][CH2:10][NH2:11])[CH2:5][CH2:6]1. Product: NCCCCN1CCOCC1. Starting materials: CO, Cl, [Na+], [OH-], O, COC(=O)CCCCc1noc(-c2ccccc2O)n1. Yields the product O=C(O)CCCCc1noc(-c2ccccc2O)n1. RXN SMILES: [CH3:25][OH:26].[ClH:23].[Na+:2].[OH-:1].[OH2:24].[OH:3][c:4]1[c:5](-[c:10]2[n:11][c:12]([CH2:15][CH2:16][CH2:17][CH2:18][C:19](=[O:20])[O:21][CH3:22])[n:13][o:14]2)[cH:6][cH:7][cH:8][cH:9]1>>[OH:3][c:4]1[c:5](-[c:10]2[n:11][c:12]([CH2:15][CH2:16][CH2:17][CH2:18][C:19](=[O:20])[OH:21])[n:13][o:14]2)[cH:6][cH:7][cH:8][cH:9]1.